Dataset: the Open Reaction Database (ORD), a public repository of structured organic reaction records. Task: describe an organic reaction: reactants, conditions, products, and yield Starting materials: COC=1C=C2C(=C(N(C(C2=CC1)=O)C)C1CN(CCC1)C(=O)OCC1=CC=CC=C1)C1=CC=CC=C1 ((±)-benzyl 3-(6-methoxy-2-methyl-1-oxo-4-phenyl-1,2-dihydroisoquinolin-3-yl)piperidine-1-carboxylate). The reagents and catalysts are [Pd] (palladium on carbon). Run in C(C)O (ethanol). Conditions: time 4 hour. Product: COC=1C=C2C(=C(N(C(C2=CC1)=O)C)C1CNCCC1)C1=CC=CC=C1 ((±)-6-Methoxy-2-methyl-4-phenyl-3-piperidin-3-ylisoquinolin-1(2H)-one). Reaction SMILES: [CH3:1][O:2][C:3]1[CH:4]=[C:5]2[C:10](=[CH:11][CH:12]=1)[C:9](=[O:13])[N:8]([CH3:14])[C:7]([CH:15]1[CH2:20][CH2:19][CH2:18][N:17](C(OCC3C=CC=CC=3)=O)[CH2:16]1)=[C:6]2[C:31]1[CH:36]=[CH:35][CH:34]=[CH:33][CH:32]=1>[Pd].C(O)C>[CH3:1][O:2][C:3]1[CH:4]=[C:5]2[C:10](=[CH:11][CH:12]=1)[C:9](=[O:13])[N:8]([CH3:14])[C:7]([CH:15]1[CH2:20][CH2:19][CH2:18][NH:17][CH2:16]1)=[C:6]2[C:31]1[CH:32]=[CH:33][CH:34]=[CH:35][CH:36]=1. Reported procedure: To an ethanol (15 mL) solution of (±)-benzyl 3-(6-methoxy-2-methyl-1-oxo-4-phenyl-1,2-dihydroisoquinolin-3-yl)piperidine-1-carboxylate (201 mg, 0.417 mmol) in a Parr hydrogenation jar was added 10% palladium on carbon catalyst (50 mg). The contents of the jar were hydrogenated at 60 psi for four hours. Filtration through celite followed by evaporation of the filtrate in vacuo gave the titled product as a white foam. Proton NMR for the product was consistent with the titled compound. ESI+MS: 349.... As a reaction SMILES: CO[C:3](=[O:17])[C:4]1[CH:9]=[CH:8][C:7]([CH2:10][N:11]2[CH2:16][CH2:15][CH2:14][CH2:13][CH2:12]2)=[N:6][CH:5]=1.[Mg+2].[Br-].[Br-].O(CC)CC.[CH:26]([N:29]1[CH2:34][CH2:33][NH:32][CH2:31][CH2:30]1)([CH3:28])[CH3:27]>C1COCC1>[NH3:6].[CH:26]([N:29]1[CH2:34][CH2:33][N:32]([C:3]([C:4]2[CH:5]=[N:6][C:7]([CH2:10][N:11]3[CH2:12][CH2:13][CH2:14][CH2:15][CH2:16]3)=[CH:8][CH:9]=2)=[O:17])[CH2:31][CH2:30]1)([CH3:28])[CH3:27] |f:1.2.3|. Reported procedure: A solution of 6-piperidin-1-ylmethyl-nicotinic acid methyl ester (0.300 g, 1.28 mmol), and MgBr2.OEt2 (0.900 g, 3.84 mmol) in THF (15 mL) was stirred for 15 min. A solution of 1-isopropyl-piperazine (0.325 g, 2.56 mmol) in THF (2 mL) was then added to the reaction drop-wise and the mixture was heated at reflux for 48 h. The reaction mixture was cooled to rt, concentrated, treated with 1 N aq. NaHCO3 (50 mL), and extracted with ethyl acetate (3×50 mL). The organic layers were combined, dried (Na2... Solvent: C1CCOC1 (THF), C1CCOC1 (THF). The reactants are O(CC)CC (OEt2), C(C)(C)N1CCNCC1 (1-isopropyl-piperazine), COC(C1=CN=C(C=C1)CN1CCCCC1)=O (6-piperidin-1-ylmethyl-nicotinic acid methyl ester), [Mg+2].[Br-].[Br-] (MgBr2). Yield: 140.4%. Yields the product N (NH3), C(C)(C)N1CCN(CC1)C(=O)C=1C=NC(=CC1)CN1CCCCC1 ((4-Isopropyl-piperazin-1-yl)-(6-piperidin-1-ylmethyl-pyridin-3-yl)-methanone). The reactants are [N+](=O)([O-])C1=CC=C(C(=O)Cl)C=C1 (4-nitrobenzoyl chloride), C(C)(C)N(CC)C(C)C (diisopropylethylamine), CN(C1CNCC1)C (3-(dimethylamino)pyrrolidine). The solvent is C1CCOC1 (THF). Reaction conditions: time 2 hour. Yields the product CN(C1CN(CC1)C(C1=CC=C(C=C1)[N+](=O)[O-])=O)C (3-dimethylamino-1-(4-nitrobenzoyl)pyrrolidine). As a reaction SMILES: [N+:1]([C:4]1[CH:12]=[CH:11][C:7]([C:8](Cl)=[O:9])=[CH:6][CH:5]=1)([O-:3])=[O:2].C(N(C(C)C)CC)(C)C.[CH3:22][N:23]([CH3:29])[CH:24]1[CH2:28][CH2:27][NH:26][CH2:25]1>C1COCC1>[CH3:22][N:23]([CH3:29])[CH:24]1[CH2:28][CH2:27][N:26]([C:8](=[O:9])[C:7]2[CH:11]=[CH:12][C:4]([N+:1]([O-:3])=[O:2])=[CH:5][CH:6]=2)[CH2:25]1. Reported procedure: To a solution of 4-nitrobenzoyl chloride (1.8 g, 10 mmol) and diisopropylethylamine (2.8 mL, 20 mmol) in THF at room temperature is added 3-(dimethylamino)pyrrolidine (1.4 mL, 11 mmol). The reaction is stirred for 2 hours at room temperature and concentrated in vacuo to give 3-dimethylamino-1-(4-nitrobenzoyl)pyrrolidine, identified by HPLC and MS [264.3 m/e (M+H)] analyses. Product: ClC=1C=CC(=C(C(=O)Cl)C1)[N+](=O)[O-] (5-chloro-2-nitro-benzoyl chloride). As a reaction SMILES: [Cl:1][C:2]1[CH:3]=[CH:4][C:5]([N+:11]([O-:13])=[O:12])=[C:6]([CH:10]=1)[C:7](O)=[O:8].S(Cl)([Cl:16])=O>>[Cl:1][C:2]1[CH:3]=[CH:4][C:5]([N+:11]([O-:13])=[O:12])=[C:6]([CH:10]=1)[C:7]([Cl:16])=[O:8]. Reported procedure: 100.00 g (0.50 mol) of 5-chloro-2-nitrobenzoic acid were mixed with 72.20 g (0.61 mol) of thionyl chloride and the mixture was heated under reflux for 2 h. The excess thionyl chloride was removed in vacuo. 106.50 g (ca. 98%) of crude 5-chloro-2-nitro-benzoyl chloride were obtained as an oil. The yield is 96.8%. Reactants: ClC=1C=CC(=C(C(=O)O)C1)[N+](=O)[O-] (5-chloro-2-nitrobenzoic acid), S(=O)(Cl)Cl (thionyl chloride). The reactants are ClC1=CC=C(C=C1)NC(=O)NC(C(CBr)Br)=O (N-(4-chlorophenyl)-N'-(2,3-dibromopropionyl)-urea), potassium tert.-butylate. Run in C(C)(C)(C)O (tert.-butanol). Product: ClC1=CC=C(C=C1)N1C(NC(C1=C)=O)=O (1-(4-Chlorophenyl)-5-methylene-2,4-dioxoimidazolidine). Reaction SMILES: [Cl:1][C:2]1[CH:7]=[CH:6][C:5]([NH:8][C:9]([NH:11][C:12](=[O:17])[CH:13](Br)[CH2:14]Br)=[O:10])=[CH:4][CH:3]=1>C(O)(C)(C)C>[Cl:1][C:2]1[CH:7]=[CH:6][C:5]([N:8]2[C:13](=[CH2:14])[C:12](=[O:17])[NH:11][C:9]2=[O:10])=[CH:4][CH:3]=1. Reported procedure: 25.0 g of the N-(4-chlorophenyl)-N'-(2,3-dibromopropionyl)-urea obtained in accordance with Example 4(b) are heated under reflux for 1 hour with 26.0 g of potassium tert.-butylate (90%) in 250 ml of tert.-butanol. The solvent is then distilled off under normal pressure and the residue is heated in vacuo for 20 minutes to 120° C. The reaction product is taken up with 500 ml of water at 60° C, precipitated with dilute acetic acid, filtered and dried. Yield: 12.0 g, m.p: 185° - 187° C. The reactants are C(C)(C)(C)NC(=O)C1=CN(C2=NC=C(N=C21)C2=NN(C1=CC=C(C=C21)OC(F)F)CCC(=O)N(C)C)COCC[Si](C)(C)C (N-tert-butyl-2-(5-(difluoromethoxy)-1-(3-(dimethylamino)-3-oxopropyl)-1H-indazol-3-yl)-5-((2-(trimethylsilyl)ethoxy)methyl)-5H-pyrrolo[2,3-b]pyrazine-7-carboxamide), FC(C(=O)O)(F)F (trifluoroacetic acid). Solvent: ClCCl (dichloromethane). Run at time 15 hour. Yields the product C(C)(C)(C)NC(=O)C1=CNC2=NC=C(N=C21)C2=NN(C1=CC=C(C=C21)OC(F)F)CCC(N(C)C)=O (2-[5-difluoromethoxy-1-(2-dimethylcarbamoyl-ethyl)-1H-indazol-3-yl]-5H-pyrrolo[2,3-b]pyrazine-7-carboxylic acid tert-butylamide). Reaction SMILES: [C:1]([NH:5][C:6]([C:8]1[C:16]2[C:11](=[N:12][CH:13]=[C:14]([C:17]3[C:25]4[C:20](=[CH:21][CH:22]=[C:23]([O:26][CH:27]([F:29])[F:28])[CH:24]=4)[N:19]([CH2:30][CH2:31][C:32]([N:34]([CH3:36])[CH3:35])=[O:33])[N:18]=3)[N:15]=2)[N:10](COCC[Si](C)(C)C)[CH:9]=1)=[O:7])([CH3:4])([CH3:3])[CH3:2].FC(F)(F)C(O)=O>ClCCl>[C:1]([NH:5][C:6]([C:8]1[C:16]2[C:11](=[N:12][CH:13]=[C:14]([C:17]3[C:25]4[C:20](=[CH:21][CH:22]=[C:23]([O:26][CH:27]([F:28])[F:29])[CH:24]=4)[N:19]([CH2:30][CH2:31][C:32](=[O:33])[N:34]([CH3:36])[CH3:35])[N:18]=3)[N:15]=2)[NH:10][CH:9]=1)=[O:7])([CH3:4])([CH3:3])[CH3:2]. Procedure: To a stirred solution of N-tert-butyl-2-(5-(difluoromethoxy)-1-(3-(dimethylamino)-3-oxopropyl)-1H-indazol-3-yl)-5-((2-(trimethylsilyl)ethoxy)methyl)-5H-pyrrolo[2,3-b]pyrazine-7-carboxamide (70 mg, 111 μmol) in dichloromethane (4 mL) was added trifluoroacetic acid (1 mL). After 15 h, the mixture was concentrated in vacuo then 25 mL Jan. 10, 1960 mixture of ammonium hydroxide/methanol/dichloromethane added. After 1 h the mixture was concentrated in vacuo. Purification by chromatography (silica, 24... Starting materials: NC1=C(C2=C(C=N1)NC(N2[C@@H]2[C@@H](CCCC2)C)=O)N (6,7-diamino-1-[(1S,2R)-2-methylcyclohexyl]-1,3-dihydro-2H-imidazo[4,5-c]pyridin-2-one), C(C)OC(OCC)OCC (orthoformic acid triethyl ester). The solvent is Cl (HCl). The product is C[C@H]1[C@H](CCCC1)N1C(NC=2C1=C1C(=NC2)NC=N1)=O (8-[(1S,2R)-2-methylcyclohexyl]-6,8-dihydrodiimidazo[4,5-b:4′,5′-d]pyridin-7(3H)-one). As a reaction SMILES: [NH2:1][C:2]1[N:7]=[CH:6][C:5]2[NH:8][C:9](=[O:18])[N:10]([C@H:11]3[CH2:16][CH2:15][CH2:14][CH2:13][C@H:12]3[CH3:17])[C:4]=2[C:3]=1[NH2:19].[CH2:20](OC(OCC)OCC)C>Cl>[CH3:17][C@@H:12]1[CH2:13][CH2:14][CH2:15][CH2:16][C@@H:11]1[N:10]1[C:4]2=[C:3]3[N:19]=[CH:20][NH:1][C:2]3=[N:7][CH:6]=[C:5]2[NH:8][C:9]1=[O:18]. Reported procedure: A mixture of 6,7-diamino-1-[(1S,2R)-2-methylcyclohexyl]-1,3-dihydro-2H-imidazo[4,5-c]pyridin-2-one (40 mg), orthoformic acid triethyl ester (1 mL) and HCl (20 uL) was stirred at ambient temperature for an hour. The mixture was concentrated under reduced pressure. The residue was purified by column chromatography (NH2 silica gel, chloroform:methanol=95:5) to give 8-[(1S,2R)-2-methylcyclohexyl]-6,8-dihydrodiimidazo[4,5-b:4′,5′-d]pyridin-7(3H)-one (21 mg) as a white powder.